Dataset: the Open Reaction Database (ORD), a public repository of structured organic reaction records. Task: describe an organic reaction: reactants, conditions, products, and yield The reactants are C[Si](C)(C)[N-][Si](C)(C)C, CCOC(C)=O, COc1cc(C=C2CCNC2=O)ccc1-n1cnc(C)c1, Fc1ccc(CBr)cc1F, [Li+], CN(C)C=O, O. The product is COc1cc(C=C2CCN(Cc3ccc(F)c(F)c3)C2=O)ccc1-n1cnc(C)c1. RXN SMILES: [CH3:27][Si:28]([N-:29][Si:30]([CH3:31])([CH3:32])[CH3:33])([CH3:34])[CH3:35].[CH3:47][CH2:48][O:49][C:50](=[O:51])[CH3:52].[CH3:6][O:7][c:8]1[cH:9][c:10]([CH:11]=[C:12]2[C:13](=[O:17])[NH:14][CH2:15][CH2:16]2)[cH:18][cH:19][c:20]1-[n:21]1[cH:22][n:23][c:24]([CH3:26])[cH:25]1.[F:37][c:38]1[cH:39][c:40]([CH2:41][Br:42])[cH:43][cH:44][c:45]1[F:46].[Li+:36].[O:1]=[CH:2][N:3]([CH3:4])[CH3:5].[OH2:53]>>[CH3:6][O:7][c:8]1[cH:9][c:10]([CH:11]=[C:12]2[C:13](=[O:17])[N:14]([CH2:41][c:40]3[cH:39][c:38]([F:37])[c:45]([F:46])[cH:44][cH:43]3)[CH2:15][CH2:16]2)[cH:18][cH:19][c:20]1-[n:21]1[cH:22][n:23][c:24]([CH3:26])[cH:25]1.